This data is from the Open Reaction Database (ORD), a public repository of structured organic reaction records. The task is: describe an organic reaction: reactants, conditions, products, and yield Starting materials: β-(2-oxocyclododecyl)propionic acid, acetic anhydride, O=C1C(CCCCCCCCCC1)CCC(=O)O (β-(2-oxocyclododecyl)-propionic acid). The solvent is C(C)(=O)O (acetic acid). Reaction conditions: time 5 hour. Product: C1=2CCCCCCCCCCC2OC(CC1)=O (13-oxabicyclo(10.4.0)hexadec-1(12)-en-14-one). Yield: 99.0%. Reaction SMILES: O=[C:2]1[CH2:13][CH2:12][CH2:11][CH2:10][CH2:9][CH2:8][CH2:7][CH2:6][CH2:5][CH2:4][CH:3]1[CH2:14][CH2:15][C:16]([OH:18])=[O:17]>C(O)(=O)C>[C:3]12[CH2:14][CH2:15][C:16](=[O:17])[O:18][C:2]=1[CH2:13][CH2:12][CH2:11][CH2:10][CH2:9][CH2:8][CH2:7][CH2:6][CH2:5][CH2:4]2. Procedure: Into a column of 1.6 mm diameter was packed Amberlyst 15 and a solution composed of β-(2-oxocyclododecyl)propionic acid, acetic anhydride, and glacial acetic acid in the ratio of 1:1:10 parts by weight was flowed down through the column at a residence time of 5 hours. The effluent was fractionally cut each hour and each fraction was analyzed by gas chromatography. The gas chromatogram of the reaction solution after 5 hours from outset of the flow-down showed that β-(2-oxocyclododecyl)-propionic ... The product is C(C(=O)[O-])(=O)[O-].C(#N)C(C=[N+](C)C)=CN(C)C.C(#N)C(C=[N+](C)C)=CN(C)C ([2-Cyano- 3-(dimethylamino) -allylidene] dimethylammonium oxalate). Procedure details: A solution of oxalyl chloride (13.1 mL, 0.15 mol) in 1,2-dichloroethane is added dropwise to a solution of N,N-dimethylformamide (11.6 mL, 0.15 mol) in 1,2-dichloroethane while maintaining the reaction mixture temperature below 0° C. The reaction mixture is stirred for 45 minutes, treated with a solution of trans-3-dimethylaminoacrylonitrile (16.4 mL, 0.15 mol) in 1,2-dichloroethane, stirred at room temperature for 16 hours, refluxed for two hours and concentrated in vacuo to obtain a semi-solid... Solvent: ClCCCl (1,2-dichloroethane), CC(C)O (2-propanol), CC(C)O (2-propanol), ClCCCl (1,2-dichloroethane), ClCCCl (1,2-dichloroethane). Reaction SMILES: C(Cl)(=O)C(Cl)=O.[CH3:7][N:8]([CH3:11])[CH:9]=O.[CH3:12][N:13]([CH3:18])/[CH:14]=[CH:15]/[C:16]#[N:17].O.O.[C:21]([OH:26])(=[O:25])[C:22]([OH:24])=[O:23]>ClCCCl.CC(O)C>[C:21]([O-:26])(=[O:25])[C:22]([O-:24])=[O:23].[C:16]([C:15](=[CH:14][N:13]([CH3:18])[CH3:12])[CH:9]=[N+:8]([CH3:11])[CH3:7])#[N:17].[C:16]([C:15](=[CH:14][N:13]([CH3:18])[CH3:12])[CH:9]=[N+:8]([CH3:11])[CH3:7])#[N:17] |f:3.4.5,8.9.10|. Starting materials: CN(/C=C/C#N)C (trans-3-dimethylaminoacrylonitrile), O.O.C(C(=O)O)(=O)O (oxalic acid dihydrate), C(C(=O)Cl)(=O)Cl (oxalyl chloride), CN(C=O)C (N,N-dimethylformamide). Yield: 97.2%. Reaction conditions: time 45 minute. Starting materials: BrCc1ccccc1, O=C([O-])O, N#Cc1c(N)nc(S)c(C#N)c1-c1ccc2c(c1)OCCO2, [Na+], CN(C)C=O, O. The product is N#Cc1c(N)nc(SCc2ccccc2)c(C#N)c1-c1ccc2c(c1)OCCO2. Reaction SMILES: [Br:23][CH2:24][c:25]1[cH:26][cH:27][cH:28][cH:29][cH:30]1.[C:31](=[O:32])([OH:33])[O-:34].[NH2:1][c:2]1[n:3][c:4]([SH:22])[c:5]([C:20]#[N:21])[c:6](-[c:10]2[cH:11][c:12]3[c:13]([cH:18][cH:19]2)[O:14][CH2:15][CH2:16][O:17]3)[c:7]1[C:8]#[N:9].[Na+:35].[O:37]=[CH:38][N:39]([CH3:40])[CH3:41].[OH2:36]>>[NH2:1][c:2]1[n:3][c:4]([S:22][CH2:24][c:25]2[cH:26][cH:27][cH:28][cH:29][cH:30]2)[c:5]([C:20]#[N:21])[c:6](-[c:10]2[cH:11][c:12]3[c:13]([cH:18][cH:19]2)[O:14][CH2:15][CH2:16][O:17]3)[c:7]1[C:8]#[N:9]. Starting materials: solution, C1(CC1)C(CC)=O (1-cyclopropylpropan-1-one), C(C(=O)OCC)(=O)OCC (diethyl oxalate), bis(trimethylsilyl)lithiumamid, C1CCOC1 (THF). Solvent: C(C)OCC (diethyl ether), C(C)OCC (diethyl ether). Run at temperature -78 celsius, time 1 hour. Yields the product C1(CC1)C(C(C(C(=O)OCC)=O)C)=O (ethyl 4-cyclopropyl-3-methyl-2,4-dioxobutanoate). Isolated yield 91.0%. Reaction SMILES: C1COCC1.[CH:6]1([C:9](=[O:12])[CH2:10][CH3:11])[CH2:8][CH2:7]1.[C:13]([O:20][CH2:21][CH3:22])(=[O:19])[C:14]([O:16]CC)=O>C(OCC)C>[CH:6]1([C:9](=[O:12])[CH:10]([CH3:11])[C:14](=[O:16])[C:13]([O:20][CH2:21][CH3:22])=[O:19])[CH2:8][CH2:7]1. Reported procedure: 165 mL of an 1 M solution of bis(trimethylsilyl)lithiumamid in THF (166 mmol, 1.10 eq.) were brought forward in 500 mL of diethyl ether and cooled down to −78° C. 14.8 g of 1-cyclopropylpropan-1-one 1-12-1 was dissolved in 100 mL of diethyl ether and added dropwise at −78° C. The mixture was stirred for one hour at −78° C. and then 24.5 mL of diethyl oxalate was added dropwise. The cooling bath was removed and the mixture was stirred for 24 hours at rt. 500 mL of aqueous 1M hydrogen chloride sol... Reactants: Cl (hydrochloric acid), C(O)([O-])=O.[Na+] (sodium hydrogencarbonate), C(C)I (ethyl iodide), FC1(C2CCC(C12)=O)C(=O)O ((1RS,5RS,6RS)-6-fluoro-2-oxobicyclo[3.1.0]hexane-6-carboxylic acid). Solvent: CN(C=O)C (N,N-dimethylformamide). Conditions: temperature 50 celsius, time 8 hour. Product: FC1(C2CCC(C12)=O)C(=O)OCC ((1RS,5RS,6RS)ethyl 6-fluoro-2-oxobicyclo[3.1.0]hexane-6-carboxylate). RXN SMILES: [F:1][C:2]1([C:9]([OH:11])=[O:10])[CH:7]2[CH:3]1[CH2:4][CH2:5][C:6]2=[O:8].C(=O)([O-])O.[Na+].[CH2:17](I)[CH3:18].Cl>CN(C)C=O>[F:1][C:2]1([C:9]([O:11][CH2:17][CH3:18])=[O:10])[CH:7]2[CH:3]1[CH2:4][CH2:5][C:6]2=[O:8] |f:1.2|. Procedure: (1RS,5RS,6RS)-6-fluoro-2-oxobicyclo[3.1.0]hexane-6-carboxylic acid in an amount of 1.0 g was dissolved in 5.0 mL of N,N-dimethylformamide, and 0.58 g of sodium hydrogencarbonate and 1.5 mL of ethyl iodide were added thereto. The mixture was stirred overnight at 50° C. The reaction mixture was poured into 1M hydrochloric acid, followed by extractions with ethyl acetate three times. The organic layer was dried over anhydrous sodium sulfate. After the desiccant was filtered off, the filtrate was co...